This data is from the Open Reaction Database (ORD), a public repository of structured organic reaction records. The task is: describe an organic reaction: reactants, conditions, products, and yield Starting materials: COC(=O)C=Cc1ccc(CBr)cc1, CCOC(=O)n1ccnc1, CC#N. The product is [Br-], CCOC(=O)[n+]1ccn(Cc2ccc(C=CC(=O)OC)cc2)c1. As a reaction SMILES: [Br:11][CH2:12][c:13]1[cH:14][cH:15][c:16]([CH:17]=[CH:18][C:19](=[O:20])[O:21][CH3:22])[cH:23][cH:24]1.[CH2:1]([CH3:2])[O:3][C:4](=[O:5])[n:6]1[cH:7][n:8][cH:9][cH:10]1.[CH3:25][C:26]#[N:27]>>[Br-:11].[CH2:1]([CH3:2])[O:3][C:4](=[O:5])[n+:6]1[cH:7][n:8]([CH2:12][c:13]2[cH:14][cH:15][c:16]([CH:17]=[CH:18][C:19](=[O:20])[O:21][CH3:22])[cH:23][cH:24]2)[cH:9][cH:10]1. The reactants are ON1C(CCC1=O)=O (N-hydroxysuccinimide), CC(CCCCCCCCCCCC(CC(=O)O)OC(CCCCCCCCCCCC(C)C)=O)C (15-Methyl-3-(13-methyltetradecanoyloxy)hexadecanoic acid), Cl (hydrochloric acid), NCCC(=O)N[C@@H]([C@H](O)C)C(=O)O (β-alanyl-L-threonine), N,N-Dicyclohexylcarbodiimide. Run in O1CCOCC1 (dioxane), O (water), C(C)N(CC)CC (triethylamine), CN(C=O)C (N,N-dimethylformamide). Reaction conditions: time 8 hour. Product: CC(CCCCCCCCCCCC(CC(=O)NCCC(=O)N[C@@H]([C@H](O)C)C(=O)O)OC(CCCCCCCCCCCC(C)C)=O)C (N-[N-[15-methyl-3-(13-methyltetradecanoyloxy)hexadecanoyl]-β-alanyl]-L-threonine). The yield is 53.4%. As a reaction SMILES: [CH3:1][CH:2]([CH3:36])[CH2:3][CH2:4][CH2:5][CH2:6][CH2:7][CH2:8][CH2:9][CH2:10][CH2:11][CH2:12][CH2:13][CH:14]([O:19][C:20](=[O:35])[CH2:21][CH2:22][CH2:23][CH2:24][CH2:25][CH2:26][CH2:27][CH2:28][CH2:29][CH2:30][CH2:31][CH:32]([CH3:34])[CH3:33])[CH2:15][C:16]([OH:18])=O.ON1C(=O)CCC1=O.[NH2:45][CH2:46][CH2:47][C:48]([NH:50][C@H:51]([C:55]([OH:57])=[O:56])[C@@H:52]([CH3:54])[OH:53])=[O:49].Cl>O1CCOCC1.CN(C)C=O.O.C(N(CC)CC)C>[CH3:36][CH:2]([CH3:1])[CH2:3][CH2:4][CH2:5][CH2:6][CH2:7][CH2:8][CH2:9][CH2:10][CH2:11][CH2:12][CH2:13][CH:14]([O:19][C:20](=[O:35])[CH2:21][CH2:22][CH2:23][CH2:24][CH2:25][CH2:26][CH2:27][CH2:28][CH2:29][CH2:30][CH2:31][CH:32]([CH3:34])[CH3:33])[CH2:15][C:16]([NH:45][CH2:46][CH2:47][C:48]([NH:50][C@H:51]([C:55]([OH:57])=[O:56])[C@@H:52]([CH3:54])[OH:53])=[O:49])=[O:18]. Procedure: 15-Methyl-3-(13-methyltetradecanoyloxy)hexadecanoic acid (140 mg) prepared by the method described in Preparation 1-(3) and N-hydroxysuccinimide (34 mg) were dissolved in dioxane (2.5 ml). N,N-Dicyclohexylcarbodiimide (63 mg) was added thereto under ice cooling. The mixture was reached to room temperature and stirred at ambient temperature overnight. The crystallized urea was filtered off and the filtrate was concentrated to give a residue which was dissolved in N,N-dimethylformamide (5 ml). To ... The reactants are C(C)(C)(C)C=1SC2=C(N1)C=C(C(=C2)N=C=S)N2CCC(CC2)C (2-tert-butyl-6-isothiocyanato-5-(4-methylpiperidin-1-yl)benzothiazole), C(C)(=O)N1CCNCC1 (1-acetyl-piperazine). Solvent: C(Cl)(Cl)Cl (chloroform). The product is C(C)(=O)N1CCN(CC1)C(=S)NC1=CC2=C(N=C(S2)C(C)(C)C)C=C1N1CCC(CC1)C (6-[(4-acetyl-piperazin-1-yl)thiocarbonylamino]-2-tert-butyl-5-(4-methylpiperidin-1-yl)benzothiazole). As a reaction SMILES: [C:1]([C:5]1[S:6][C:7]2[CH:13]=[C:12]([N:14]=[C:15]=[S:16])[C:11]([N:17]3[CH2:22][CH2:21][CH:20]([CH3:23])[CH2:19][CH2:18]3)=[CH:10][C:8]=2[N:9]=1)([CH3:4])([CH3:3])[CH3:2].[C:24]([N:27]1[CH2:32][CH2:31][NH:30][CH2:29][CH2:28]1)(=[O:26])[CH3:25]>C(Cl)(Cl)Cl>[C:24]([N:27]1[CH2:32][CH2:31][N:30]([C:15]([NH:14][C:12]2[C:11]([N:17]3[CH2:22][CH2:21][CH:20]([CH3:23])[CH2:19][CH2:18]3)=[CH:10][C:8]3[N:9]=[C:5]([C:1]([CH3:4])([CH3:2])[CH3:3])[S:6][C:7]=3[CH:13]=2)=[S:16])[CH2:29][CH2:28]1)(=[O:26])[CH3:25]. Procedure: A solution of 2.0 g of 2-tert-butyl-6-isothiocyanato-5-(4-methylpiperidin-1-yl)benzothiazole and 0.78 g of 1-acetyl-piperazine in 30 ml of chloroform is stirred for 30 minutes and the product triturated with petroleum ether to obtain 6-[(4-acetyl-piperazin-1-yl)thiocarbonylamino]-2-tert-butyl-5-(4-methylpiperidin-1-yl)benzothiazole, melting at 187°-190°. Starting materials: CC(C)(C)OC(=O)NC(Cc1ccccc1)C(=O)O, CN(C)C=O, ClCCl, O=C1CNCCN1, [Na+], [OH-]. Product: CC(C)(C)OC(=O)NC(Cc1ccccc1)C(=O)N1CCNC(=O)C1. RXN SMILES: [C:1](=[O:2])([O:3][C:4]([CH3:5])([CH3:6])[CH3:7])[NH:8][CH:9]([CH2:10][c:11]1[cH:12][cH:13][cH:14][cH:15][cH:16]1)[C:17](=[O:18])[OH:19].[CH3:29][N:30]([CH3:31])[CH:32]=[O:33].[Cl:34][CH2:35][Cl:36].[NH:20]1[C:21](=[O:26])[CH2:22][NH:23][CH2:24][CH2:25]1.[Na+:28].[OH-:27]>>[C:1](=[O:2])([O:3][C:4]([CH3:5])([CH3:6])[CH3:7])[NH:8][CH:9]([CH2:10][c:11]1[cH:12][cH:13][cH:14][cH:15][cH:16]1)[C:17](=[O:19])[N:23]1[CH2:22][C:21](=[O:26])[NH:20][CH2:25][CH2:24]1.